This data is from the Open Reaction Database (ORD), a public repository of structured organic reaction records. The task is: describe an organic reaction: reactants, conditions, products, and yield Reactants: C(C)(C)(C)OC(=O)NC(CC(=O)O)(C)C (3-t-butoxycarbonylamino-3-methylbutanoic acid), N[C@H]1C(NC2=C(CC1)C=CC=C2)=O (3(R)-amino-2,3,4,5-tetrahydro-1H-1-benzazepin-2-one), C20H29N3O4. The product is C(C)(C)(C)OC(=O)NC(CC(=O)N[C@H]1C(NC2=C(CC1)C=CC=C2)=O)(C)C (3-t-Butoxycarbonylamino-3-methyl-N-[2,3,4,5-tetrahydro-2-oxo-1H-1-benzazepin-3(R)-yl]-butanamide). As a reaction SMILES: [C:1]([O:5][C:6]([NH:8][C:9]([CH3:15])([CH3:14])[CH2:10][C:11]([OH:13])=O)=[O:7])([CH3:4])([CH3:3])[CH3:2].[NH2:16][C@@H:17]1[CH2:23][CH2:22][C:21]2[CH:24]=[CH:25][CH:26]=[CH:27][C:20]=2[NH:19][C:18]1=[O:28]>>[C:1]([O:5][C:6]([NH:8][C:9]([CH3:15])([CH3:14])[CH2:10][C:11]([NH:16][C@@H:17]1[CH2:23][CH2:22][C:21]2[CH:24]=[CH:25][CH:26]=[CH:27][C:20]=2[NH:19][C:18]1=[O:28])=[O:13])=[O:7])([CH3:2])([CH3:3])[CH3:4]. Procedure details: Prepared from 3-t-butoxycarbonylamino-3-methylbutanoic acid (Example 31, Step E) and 3(R)-amino-2,3,4,5-tetrahydro-1H-1-benzazepin-2-one (Example 1, Step B) by the procedure described in Example 1, Step F. 1H NMR (200 MHz, CDCl3): 1.37 (s,6H), 1.44 (s,9H), 1.95 (m,1H), 2.46 (d,15 Hz, 1H), 2.59 (d,15 Hz, 1H), 2.6-3.0, (m,3H), 4.53 (m,1H), 5.30 (br s,1H), 6.72 (d,7 Hz, 1H), 6.98 (d,8 Hz,1H), 7.1-7.3 (m,3H), 7.82 (br s,1H). FAB-MS: calculated for C20H29N3O4 375; found 376 (M+H,70%). Starting materials: N[C@]12[C@@H]([C@H]3CC[C@@H]4[C@]5(CC=C(C([C@@H]5CC[C@]4([C@@]3(CC1)C)C)(C)C)C1=CCC(CC1)C(=O)OCC)C)[C@@H](CC2)C(=C)C (ethyl 4-((1R,3aS,5aR,5bR,7aR,11aS,11bR,13aR,13bR)-3a-amino-5a,5b,8,8,11a-pentamethyl-1-(prop-1-en-2-yl)-2,3,3a,4,5,5a,5b,6,7,7a,8,11,11a,11b,12,13,13a,13b-octadecahydro-1H-cyclopenta[a]chrysen-9-yl)cyclohex-3-enecarboxylate), C(CO)Br (ethylene bromohydrin), [I-].[K+] (potassium iodide), P(O)(O)(O)=O (phosphoric acid), [K] (potassium). Solvent: C(C)#N (acetonitrile). Run at temperature 100 celsius. Yields the product OCCN[C@]12[C@@H]([C@H]3CC[C@@H]4[C@]5(CC=C(C([C@@H]5CC[C@]4([C@@]3(CC1)C)C)(C)C)C1=CCC(CC1)C(=O)OCC)C)[C@@H](CC2)C(=C)C (ethyl 4-((1R,3aS,5aR,5bR,7aR,11aS,11bR,13aR,13bR)-3a-((2-hydroxyethyl)amino)-5a,5b,8,8,11a-pentamethyl-1-(prop-1-en-2-yl)-2,3,3a,4,5,5a,5b,6,7,7a,8,11,11a,11b,12,13,13a,13b-octadecahydro-1H-cyclopenta[a]chrysen-9-yl)cyclohex-3-enecarboxylate). Isolated yield 86.0%. RXN SMILES: [NH2:1][C@:2]12[CH2:38][CH2:37][C@@H:36]([C:39]([CH3:41])=[CH2:40])[C@@H:3]1[C@@H:4]1[C@@:17]([CH3:20])([CH2:18][CH2:19]2)[C@@:16]2([CH3:21])[C@@H:7]([C@:8]3([CH3:35])[C@@H:13]([CH2:14][CH2:15]2)[C:12]([CH3:23])([CH3:22])[C:11]([C:24]2[CH2:29][CH2:28][CH:27]([C:30]([O:32][CH2:33][CH3:34])=[O:31])[CH2:26][CH:25]=2)=[CH:10][CH2:9]3)[CH2:6][CH2:5]1.[CH2:42](Br)[CH2:43][OH:44].[I-].[K+].P(=O)(O)(O)O.[K]>C(#N)C>[OH:44][CH2:43][CH2:42][NH:1][C@:2]12[CH2:38][CH2:37][C@@H:36]([C:39]([CH3:41])=[CH2:40])[C@@H:3]1[C@@H:4]1[C@@:17]([CH3:20])([CH2:18][CH2:19]2)[C@@:16]2([CH3:21])[C@@H:7]([C@:8]3([CH3:35])[C@@H:13]([CH2:14][CH2:15]2)[C:12]([CH3:23])([CH3:22])[C:11]([C:24]2[CH2:29][CH2:28][CH:27]([C:30]([O:32][CH2:33][CH3:34])=[O:31])[CH2:26][CH:25]=2)=[CH:10][CH2:9]3)[CH2:6][CH2:5]1 |f:2.3,^1:52|. Reported procedure: To a sealable vial was added ethyl 4-((1R,3aS,5aR,5bR,7aR,11aS,11bR,13aR,13bR)-3a-amino-5a,5b,8,8,11a-pentamethyl-1-(prop-1-en-2-yl)-2,3,3a,4,5,5a,5b,6,7,7a,8,11,11a,11b,12,13,13a,13b-octadecahydro-1H-cyclopenta[a]chrysen-9-yl)cyclohex-3-enecarboxylate (0.156 g, 0.278 mmol), ethylene bromohydrin (0.059 mL, 0.833 mmol), potassium iodide (0.138 g, 0.833 mmol), and phosphoric acid, potassium salt (0.295 g, 1.388 mmol). The mixture was diluted with acetonitrile (2 mL), was flushed with nitrogen, the... The reactants are CCN(C(C)C)C(C)C (Hunig's base), ClC1=CC(=NC(=N1)S(=O)(=O)C)N1C[C@H](CC[C@H]1C(F)(F)F)C(=O)NCC1=CC=CC=C1 (cis-1-[6-chloro-2-(methylsulfonyl)-4-pyrimidinyl]-N-(phenylmethyl)-6-(trifluoromethyl)-3-piperidinecarboxamide), CN (Methylamine). Solvent: O1CCOCC1 (1,4-dioxane). Run at time 8 hour. Yields the product ClC1=CC(=NC(=N1)NC)N1C[C@H](CC[C@H]1C(F)(F)F)C(=O)NCC1=CC=CC=C1 (cis 1-[6-Chloro-2-(methylamino)-4-pyrimidinyl]-N-(phenylmethyl)-6-(trifluoromethyl)-3-piperidinecarboxamide). Yield: 83.9%. RXN SMILES: [Cl:1][C:2]1[N:7]=[C:6](S(C)(=O)=O)[N:5]=[C:4]([N:12]2[C@H:17]([C:18]([F:21])([F:20])[F:19])[CH2:16][CH2:15][C@H:14]([C:22]([NH:24][CH2:25][C:26]3[CH:31]=[CH:30][CH:29]=[CH:28][CH:27]=3)=[O:23])[CH2:13]2)[CH:3]=1.C[CH2:33][N:34](C(C)C)C(C)C.CN>O1CCOCC1>[Cl:1][C:2]1[N:7]=[C:6]([NH:34][CH3:33])[N:5]=[C:4]([N:12]2[C@H:17]([C:18]([F:21])([F:20])[F:19])[CH2:16][CH2:15][C@H:14]([C:22]([NH:24][CH2:25][C:26]3[CH:31]=[CH:30][CH:29]=[CH:28][CH:27]=3)=[O:23])[CH2:13]2)[CH:3]=1. Procedure: Into a 100 mL RB flask was dissolved cis-1-[6-chloro-2-(methylsulfonyl)-4-pyrimidinyl]-N-(phenylmethyl)-6-(trifluoromethyl)-3-piperidinecarboxamide (400 mg, 0.839 mmol) in 1,4-dioxane (5 mL), then added Hunig's base (0.730 mL, 4.19 mmol), and the resulting mixture was stirred for 5 minutes. Methylamine (1.677 mL, 3.35 mmol, 2M in THF) was added, and the reaction mixture was stirred overnight at room temperature. The reaction was concentrated, and then CH3OH (15 mL) was added. An insoluble solid ... Starting materials: NC=1C=CC(=NC1)C1=CC(OC2=C1C=C(C=C2)C#N)(C)C (4-(5-amino-2-pyridyl)-2,2-dimethyl-2H-1-benzopyran-6-carbonitrile), C(#N)C=1C=CC2=C(C(=CC(O2)(C)C)C2=[N+](C=C(C=C2)C2=CC=C(C=C2)C)[O-])C1 (2-(6-cyano-2,2-dimethyl-2H-1-benzopyran-4-yl)-5-(4-methylphenyl)pyridine N-oxide), [OH-].[Na+] (sodium hyroxide), N(=O)[O-].[Na+] (sodium nitrite), [I-].[K+] (potassium iodide). Solvent: C(C)(=O)O (acetic acid), O (water), O (water), O (water). Conditions: time 1 hour. Yields the product IC=1C=CC(=NC1)C1=CC(OC2=C1C=C(C=C2)C#N)(C)C (4-(5-iodo-2-pyridyl)-2,2-dimethyl-2H-1 -benzopyran-6-carbonitrile). Reaction SMILES: [C:1]([C:3]1[CH:4]=[CH:5][C:6]2[O:11][C:10]([CH3:13])([CH3:12])[CH:9]=[C:8]([C:14]3[CH:19]=[CH:18][C:17](C4C=CC(C)=CC=4)=[CH:16][N+:15]=3[O-])[C:7]=2[CH:28]=1)#[N:2].NC1C=CC(C2C3C=C(C#N)C=CC=3OC(C)(C)C=2)=NC=1.N([O-])=O.[Na+].[I-:54].[K+].[OH-].[Na+]>C(O)(=O)C.O>[I:54][C:17]1[CH:18]=[CH:19][C:14]([C:8]2[C:7]3[CH:28]=[C:3]([C:1]#[N:2])[CH:4]=[CH:5][C:6]=3[O:11][C:10]([CH3:13])([CH3:12])[CH:9]=2)=[N:15][CH:16]=1 |f:2.3,4.5,6.7|. Procedure: The 4-[5-(4-methylphenyl)-2-pyridyl]-2,2-dimethyl-2H-1-benzopyran-6-carbonitrile used as the starting material was prepared as follows: (A) 9.5 g of 4-(5-amino-2-pyridyl)-2,2-dimethyl-2H-1-benzopyran-6-carbonitrile were dissolved in 150 ml of acetic acid and 100 ml of water. 3.16 g of sodium nitrite in 10 ml of water were added at such a rate as to keep the temperature below 5° C. After 15 minutes 23 g of potassium iodide in 20 ml of water were added and the mixture was stirred at room temperatu... Reactants: CC(C)[Si](OCc1cncc(Br)c1)(C(C)C)C(C)C, [Li]CCCC, CC(C)=O, Cc1ccccc1. Product: CC(C)[Si](OCc1cncc(C(C)(C)O)c1)(C(C)C)C(C)C. As a reaction SMILES: [Br:6][c:7]1[cH:8][n:9][cH:10][c:11]([CH2:13][O:14][Si:15]([CH:16]([CH3:17])[CH3:18])([CH:19]([CH3:20])[CH3:21])[CH:22]([CH3:23])[CH3:24])[cH:12]1.[CH3:1][CH2:2][CH2:3][CH2:4][Li:5].[CH3:25][C:26]([CH3:27])=[O:28].[CH3:29][c:30]1[cH:31][cH:32][cH:33][cH:34][cH:35]1>>[c:7]1([C:26]([CH3:25])([CH3:27])[OH:28])[cH:8][n:9][cH:10][c:11]([CH2:13][O:14][Si:15]([CH:16]([CH3:17])[CH3:18])([CH:19]([CH3:20])[CH3:21])[CH:22]([CH3:23])[CH3:24])[cH:12]1. The reactants are ClC1=C(C(=C(CNC(C(C)(C)C)=O)C=C1)F)N1N=C(NC1=O)C1=CC=C(C=C1)I (N-(4-chloro-2-fluoro-3-(4,5-dihydro-3-(4-iodophenyl)-5-oxo-1,2,4-triazol-1-yl)benzyl)pivalamide), bis(triphenylphosphine)palladium(11) chloride, C(#C)C1CC1 (ethynylcyclopropane), CCCC[N+](CCCC)(CCCC)CCCC.[F-] (TBAF). Run in CS(=O)C (DMSO). Product: ClC1=C(C(=C(CNC(C(C)(C)C)=O)C=C1)F)N1N=C(NC1=O)C1=CC=C(C=C1)C#CC1CC1 (N-(4-Chloro-3-(3-(4-(2-cyclopropylethynyl)phenyl)-4,5-dihydro-5-oxo-1,2,4-triazol-1-yl)-2-fluorobenzyl)pivalamide). Isolated yield 41.0%. Reaction SMILES: [Cl:1][C:2]1[CH:15]=[CH:14][C:5]([CH2:6][NH:7][C:8](=[O:13])[C:9]([CH3:12])([CH3:11])[CH3:10])=[C:4]([F:16])[C:3]=1[N:17]1[C:21](=[O:22])[NH:20][C:19]([C:23]2[CH:28]=[CH:27][C:26](I)=[CH:25][CH:24]=2)=[N:18]1.[C:30]([CH:32]1[CH2:34][CH2:33]1)#[CH:31].CCCC[N+](CCCC)(CCCC)CCCC.[F-]>CS(C)=O>[Cl:1][C:2]1[CH:15]=[CH:14][C:5]([CH2:6][NH:7][C:8](=[O:13])[C:9]([CH3:12])([CH3:11])[CH3:10])=[C:4]([F:16])[C:3]=1[N:17]1[C:21](=[O:22])[NH:20][C:19]([C:23]2[CH:28]=[CH:27][C:26]([C:31]#[C:30][CH:32]3[CH2:34][CH2:33]3)=[CH:25][CH:24]=2)=[N:18]1 |f:2.3|. Procedure: The title compound was prepared according to the procedure described in Example-111 by using N-(4-chloro-2-fluoro-3-(4,5-dihydro-3-(4-iodophenyl)-5-oxo-1,2,4-triazol-1-yl)benzyl)pivalamide (Intermediate-68, 0.050 g, 0.094 mmol), ethynylcyclopropane (0.009 g, 0.142 mmol), TBAF (0.074 g, 0.283 mmol), bis(triphenylphosphine)palladium(11) chloride (0.003 g, 0.003 mmol) and DMSO (3.0 mL) to afford 0.018 g of the desired title product. 1H NMR (400 MHz, DMSO d6): δ 0.75 (m, 2H), 0.77-0.91 (m, 2H), 1.36... Reactants: N[C@@H]1[C@@H](CCCC1)NC=1N=NC(=C(N1)NC1=C2C=CN(C2=CC=C1)CCOC)C(=O)N (3-((1R,2S)-2-aminocyclohexylamino)-5-(1-(2-methoxyethyl)-1H-indol-4-ylamino)-1,2,4-triazine-6-carboxamide), C(C)(C)(C)OC(N[C@@H]1[C@@H](CCCCC1)N)=O (tert-butyl((1S,2R)-2-aminocycloheptyl)carbamate), C(C)(C)(C)OC(N[C@@H]1[C@@H](CCCC1)N)=O (tert-butyl((1S,2R)-2-aminocyclohexyl)carbamate). Product: N[C@@H]1[C@@H](CCCCC1)NC=1N=NC(=C(N1)NC1=C2C=CN(C2=CC=C1)CCOC)C(=O)N (3-(((1R,2S)-2-aminocycloheptyl)amino)-5-((1-(2-methoxyethyl)-1H-indol-4-yl)amino)-1,2,4-triazine-6-carboxamide). As a reaction SMILES: [NH2:1][C@H:2]1[CH2:7][CH2:6][CH2:5][CH2:4][C@H:3]1[NH:8][C:9]1[N:10]=[N:11][C:12]([C:29]([NH2:31])=[O:30])=[C:13]([NH:15][C:16]2[CH:24]=[CH:23][CH:22]=[C:21]3[C:17]=2[CH:18]=[CH:19][N:20]3[CH2:25][CH2:26][O:27][CH3:28])[N:14]=1.[C:32](OC(=O)N[C@H]1CCCCC[C@H]1N)(C)(C)C.C(OC(=O)N[C@H]1CCCC[C@H]1N)(C)(C)C>>[NH2:1][C@H:2]1[CH2:7][CH2:6][CH2:32][CH2:5][CH2:4][C@H:3]1[NH:8][C:9]1[N:10]=[N:11][C:12]([C:29]([NH2:31])=[O:30])=[C:13]([NH:15][C:16]2[CH:24]=[CH:23][CH:22]=[C:21]3[C:17]=2[CH:18]=[CH:19][N:20]3[CH2:25][CH2:26][O:27][CH3:28])[N:14]=1. Procedure: In accordance with Example 3 (Steps 1 to 4), 1-(2-methoxyethyl)-1H-indol-4-amine obtained in Example 46 was used instead of 1-methyl-1H-indol-4-amine, and tert-butyl((1S,2R)-2-aminocycloheptyl)carbamate obtained in the above-described Step was used instead of tert-butyl((1S,2R)-2-aminocyclohexyl)carbamate to obtain the titled compound as a light yellow solid. Starting materials: resultant mixture, COC1=CC=C(C=C1)C1=NOC(=C1C1=CC=C(C=C1)OCCC1NCCCC1)C1=CC=C(C=C1)OC (1-[3,5-bis(4-methoxyphenyl)isoxazol-4-yl]4-(2-piperidylethoxy)benzene), [Cl-].[Al+3].[Cl-].[Cl-] (aluminum chloride), C(C)S (ethane thiol). Solvent: ClC(C)Cl (dichloroethane). The product is OC1=CC=C(C=C1)C1=C(C(=NO1)C1=CC=C(C=C1)O)C1=CC=C(C=C1)OCCC1NCCCC1 (4-{5-(4-hydroxyphenyl)-4-[4-(2-piperidylethoxy)phenyl]isoxazol-3-yl}phenol), hydrochloride salt. As a reaction SMILES: C[O:2][C:3]1[CH:8]=[CH:7][C:6]([C:9]2[C:13]([C:14]3[CH:19]=[CH:18][C:17]([O:20][CH2:21][CH2:22][CH:23]4[CH2:28][CH2:27][CH2:26][CH2:25][NH:24]4)=[CH:16][CH:15]=3)=[C:12]([C:29]3[CH:34]=[CH:33][C:32]([O:35]C)=[CH:31][CH:30]=3)[O:11][N:10]=2)=[CH:5][CH:4]=1.[Cl-].[Al+3].[Cl-].[Cl-].C(S)C>ClC(Cl)C>[OH:35][C:32]1[CH:33]=[CH:34][C:29]([C:12]2[O:11][N:10]=[C:9]([C:6]3[CH:5]=[CH:4][C:3]([OH:2])=[CH:8][CH:7]=3)[C:13]=2[C:14]2[CH:19]=[CH:18][C:17]([O:20][CH2:21][CH2:22][CH:23]3[CH2:28][CH2:27][CH2:26][CH2:25][NH:24]3)=[CH:16][CH:15]=2)=[CH:30][CH:31]=1 |f:1.2.3.4|. Reported procedure: Demethylation was performed using Method 2 described for Step C in Scheme I. To a solution of the isoxazole obtained from step 6 (1.0 equiv.) in dichloroethane was added aluminum chloride (5.0 equiv.) and ethane thiol (5.0 equiv.). The resultant mixture was stirred for 40 min at room temperature and quenched with THF, 20% HCl and water. A precipitate was formed and this was collected by filtration. After drying the product the material was taken up in methanol, treated with activated charcoal, f... The reactants are CCOC(=O)/N=N/C(=O)OCC (DEAD), C1(=CC=CC=C1)P(C1=CC=CC=C1)C1=CC=CC=C1 (triphenylphosphine), CCOC(=O)/N=N/C(=O)OCC (DEAD). The solvent is C1CCOC1 (THF). Yields the product CCOC(=O)/N=N/C(=O)OCC.C1(=CC=CC=C1)P(C1=CC=CC=C1)C1=CC=CC=C1 (DEAD Triphenylphosphine). Reaction SMILES: [C:1]1([P:7]([C:14]2[CH:19]=[CH:18][CH:17]=[CH:16][CH:15]=2)[C:8]2[CH:13]=[CH:12][CH:11]=[CH:10][CH:9]=2)[CH:6]=[CH:5][CH:4]=[CH:3][CH:2]=1.[CH3:20][CH2:21][O:22][C:23](/[N:25]=[N:26]/[C:27]([O:29][CH2:30][CH3:31])=[O:28])=[O:24]>C1COCC1>[CH3:31][CH2:30][O:29][C:27](/[N:26]=[N:25]/[C:23]([O:22][CH2:21][CH3:20])=[O:24])=[O:28].[C:14]1([P:7]([C:1]2[CH:2]=[CH:3][CH:4]=[CH:5][CH:6]=2)[C:8]2[CH:13]=[CH:12][CH:11]=[CH:10][CH:9]=2)[CH:15]=[CH:16][CH:17]=[CH:18][CH:19]=1 |f:3.4|. Procedure: A solution of D-2 (304 mg) and triphenylphosphine (524 mg) in dry THF (5 ml) is stirred at room temperature under argon and DEAD (0.32 ml, 4 mmole) is added via syringe. The solution warms upon addition of DEAD and is allowed to cool to 20°-25° over a period of 30 min. The reaction mixture is concentrated in vacuo, and the residue chromatographed on silica gel (elution with ethyl acetate/hexane, 1:2) to deliver D-3 as a solid, m.p. 96.5-97.5° (hexane/diethyl ether): [α]D25 -76.2° (c 0.795, MeOH)... The reactants are CO, [N-]=[N+]=NC1Cc2ccccc2CC1O. Product: NC1Cc2ccccc2CC1O. As a reaction SMILES: [CH3:15][OH:16].[N:1](=[N+:2]=[N-:3])[CH:4]1[CH:5]([OH:14])[CH2:6][c:7]2[cH:8][cH:9][cH:10][cH:11][c:12]2[CH2:13]1>>[NH2:1][CH:4]1[CH:5]([OH:14])[CH2:6][c:7]2[cH:8][cH:9][cH:10][cH:11][c:12]2[CH2:13]1.